This data is from the Open Reaction Database (ORD), a public repository of structured organic reaction records. The task is: describe an organic reaction: reactants, conditions, products, and yield The reactants are ClC1=CC2=C([C@@H](CN(CC2)C)C2=CC=CC=C2)C=C1O ((S)-7-chloro-8-hydroxy-3-methyl-1-phenyl-2,3,4,5-tetrahydro-1H-3-benzazepine), C(C)N=C=O (ethyl isocyanate). Solvent: C(C)#N (acetonitrile). Product: ClC1=CC2=C([C@@H](CN(CC2)C)C2=CC=CC=C2)C=C1OC(=O)NCC ((S)-7-chloro-8-(ethylaminocarbonyloxy)-3-methyl-1-phenyl-2,3,4,5-tetrahydro-1H-3-benzazepine). As a reaction SMILES: [Cl:1][C:2]1[C:19]([OH:20])=[CH:18][C:5]2[C@H:6]([C:12]3[CH:17]=[CH:16][CH:15]=[CH:14][CH:13]=3)[CH2:7][N:8]([CH3:11])[CH2:9][CH2:10][C:4]=2[CH:3]=1.[CH2:21]([N:23]=[C:24]=[O:25])[CH3:22]>C(#N)C>[Cl:1][C:2]1[C:19]([O:20][C:24]([NH:23][CH2:21][CH3:22])=[O:25])=[CH:18][C:5]2[C@H:6]([C:12]3[CH:17]=[CH:16][CH:15]=[CH:14][CH:13]=3)[CH2:7][N:8]([CH3:11])[CH2:9][CH2:10][C:4]=2[CH:3]=1. Procedure: Dissolve 1.22 g (0.0042 moles) of the product of step E in 60 ml of refluxing acetonitrile and add dropwise 0.6 ml of ethyl isocyanate with stirring. Reflux for 30 minutes after addition is complete. Evaporate to dryness and crystallize the residue from acetonitrile to obtain analytically pure (S)-7-chloro-8-(ethylaminocarbonyloxy)-3-methyl-1-phenyl-2,3,4,5-tetrahydro-1H-3-benzazepine, m.p. 133°-134.5° C. [α]D26 =+20.2° (c=0.5, ethanol). Reaction conditions: time 90 minute. Run in O1CCCC1 (tetrahydrofuran), C(C)(=O)O (acetic acid), O1CCCC1 (tetrahydrofuran), CN(P(=O)(N(C)C)N(C)C)C (hexamethylphosphoramide). Yields the product COC(C(C1=CC=C(C=C1)OCCOC1=CC=C(C=C1)C(C)(C)C)OC1=CC=C(C=C1)Cl)=O (Methyl(p-chlorophenoxy){p-[2-(p-tert.-butylphenoxy)ethoxy]phenyl}acetate). The reactants are ClC1=CC=C(C=C1)O (p-chlorophenol), [H-].[Na+] (sodium hydride), ice water, [I-].[K+] (potassium iodide), BrC(C(=O)OC)C1=CC=C(C=C1)OCCOC1=CC=C(C=C1)C(C)(C)C (methyl bromo{p-[2-(p-tert.-butylphenoxy)ethoxy]phenyl}acetate). Reported procedure: A mixture of 1.55 g of p-chlorophenol, 0.47 g of 60% sodium hydride-oil dispersion and 20 ml of tetrahydrofuran is stirred at room temperature for 90 minutes. To the mixture is added 2.22 g of potassium iodide, 1 ml of hexamethylphosphoramide and dropwise 5.04 g of methyl bromo{p-[2-(p-tert.-butylphenoxy)ethoxy]phenyl}acetate in 30 ml of tetrahydrofuran. The mixture is refluxed for 18 hours and poured into 350 ml of ice-water containing 1 ml of acetic acid. After stirring in an ice bath for 30 m... The yield is 98.0%. As a reaction SMILES: [Cl:1][C:2]1[CH:7]=[CH:6][C:5]([OH:8])=[CH:4][CH:3]=1.[H-].[Na+].[I-].[K+].Br[CH:14]([C:19]1[CH:24]=[CH:23][C:22]([O:25][CH2:26][CH2:27][O:28][C:29]2[CH:34]=[CH:33][C:32]([C:35]([CH3:38])([CH3:37])[CH3:36])=[CH:31][CH:30]=2)=[CH:21][CH:20]=1)[C:15]([O:17][CH3:18])=[O:16]>O1CCCC1.C(O)(=O)C.CN(C)P(N(C)C)(N(C)C)=O>[CH3:18][O:17][C:15](=[O:16])[CH:14]([O:8][C:5]1[CH:6]=[CH:7][C:2]([Cl:1])=[CH:3][CH:4]=1)[C:19]1[CH:20]=[CH:21][C:22]([O:25][CH2:26][CH2:27][O:28][C:29]2[CH:30]=[CH:31][C:32]([C:35]([CH3:37])([CH3:36])[CH3:38])=[CH:33][CH:34]=2)=[CH:23][CH:24]=1 |f:1.2,3.4|. The reactants are ClC=1C=C(C(=CC1)N[C@@H]1CS(CC1)(=O)=O)N (4-chloro-N—((S)-1,1-dioxo-tetrahydro-1λ6-thiophen-3-yl)-benzene-1,2-diamine), ClC1=CC(=C(C=C1)NC1CC(N(C1)CC1=CC=C(C=C1)OC)=O)[N+](=O)[O-] (4-[(4-chloro-2-nitrophenyl)amino]-1-(4-methoxybenzyl)pyrrolidin-2-one). Product: NC1=C(C=CC(=C1)Cl)NC1CC(N(C1)CC1=CC=C(C=C1)OC)=O (4-[(2-Amino-4-chlorophenyl)amino]-1-(4-methoxybenzyl)pyrrolidin-2-one). Reaction SMILES: ClC1C=C(N)C(N[C@H]2CCS(=O)(=O)C2)=CC=1.[Cl:17][C:18]1[CH:23]=[CH:22][C:21]([NH:24][CH:25]2[CH2:29][N:28]([CH2:30][C:31]3[CH:36]=[CH:35][C:34]([O:37][CH3:38])=[CH:33][CH:32]=3)[C:27](=[O:39])[CH2:26]2)=[C:20]([N+:40]([O-])=O)[CH:19]=1>>[NH2:40][C:20]1[CH:19]=[C:18]([Cl:17])[CH:23]=[CH:22][C:21]=1[NH:24][CH:25]1[CH2:29][N:28]([CH2:30][C:31]2[CH:36]=[CH:35][C:34]([O:37][CH3:38])=[CH:33][CH:32]=2)[C:27](=[O:39])[CH2:26]1. Procedure details: 4-[(2-Amino-4-chlorophenyl)amino]-1-(4-methoxybenzyl)pyrrolidin-2-one was prepared in analogy to 4-chloro-N—((S)-1,1-dioxo-tetrahydro-1λ6-thiophen-3-yl)-benzene-1,2-diamine in Example 2-1 by using 4-[(4-chloro-2-nitrophenyl)amino]-1-(4-methoxybenzyl)pyrrolidin-2-one instead of (4-chloro-2-nitro-phenyl)-((S)-1,1-dioxo-tetrahydro-1λ6-thiophen-3-yl)-amine.